Task: describe an organic reaction: reactants, conditions, products, and yield. Dataset: the Open Reaction Database (ORD), a public repository of structured organic reaction records Starting materials: N1C=NC=2CNCCC21 (4,5,6,7-Tetrahydroimidazo[4,5-c]pyridine), C(CCl)Cl (EDC), ON1N=NC2=C1N=CC=C2 (1-hydroxy-7-azabenzotriazole), C12C(CC(CC1)C2)CC(=O)O (2-norbornaneacetic acid), C(C)N(C(C)C)C(C)C (Ethyldiisopropylamine). Run in ClCCl (dichloromethane), C(C)(=O)OCC (ethyl acetate). Run at temperature 0 celsius, time 20 minute. Yields the product C12C(CC(CC1)C2)CC(=O)N2CC1=C(CC2)NC=N1 (2-Bicyclo[2.2.1]hept-2-yl-1-(1,4,6,7-tetrahydroimidazo[4,5-c]pyridin-5-yl)ethanone). RXN SMILES: C(Cl)CCl.ON1C2N=CC=CC=2N=N1.[CH:15]12[CH2:21][CH:18]([CH2:19][CH2:20]1)[CH2:17][CH:16]2[CH2:22][C:23]([OH:25])=O.[NH:26]1[C:34]2[CH2:33][CH2:32][NH:31][CH2:30][C:29]=2[N:28]=[CH:27]1.C(N(C(C)C)C(C)C)C>ClCCl.C(OCC)(=O)C>[CH:15]12[CH2:21][CH:18]([CH2:19][CH2:20]1)[CH2:17][CH:16]2[CH2:22][C:23]([N:31]1[CH2:32][CH2:33][C:34]2[NH:26][CH:27]=[N:28][C:29]=2[CH2:30]1)=[O:25]. Procedure details: At 0° C., EDC (0.45 g, 2.4 mmol) was added to a solution of 1-hydroxy-7-azabenzotriazole (0.32 g, 2.4 mmol) and 2-norbornaneacetic acid (0.338 mL, 2.4 mmol) in dichloromethane (30 mL). The reaction mixture was stirred for 20 min at 0° C. 4,5,6,7-Tetrahydroimidazo[4,5-c]pyridine dihycrochloride (0.50 g, 2.3 mmol) was added. Ethyldiisopropylamine (0.40 mL, 2.3 mmol) was added. The reaction mixture was stirred for 16 h at room temperature. It was diluted with ethyl acetate (100 mL) and washed with ... The reactants are C(=O)(O)[O-].[Na+] (NaHCO3), C(C)(C)(C)OC(C(CC1=CC=C(C=C1)I)N)=O (2-amino-3-(4-iodo-phenyl)-propionic Acid Tert-Butyl Ester), CCN(C(C)C)C(C)C (DIPEA), CC1=C(C(=O)Cl)C(=CC(=C1)C)C (2,4,6-trimethylbenzoyl chloride). The solvent is C(Cl)Cl (DCM). Run at temperature 0 celsius, time 3 hour. Product: C(C)(C)(C)OC(C(CC1=CC=C(C=C1)I)NC(C1=C(C=C(C=C1C)C)C)=O)=O (3-(4-iodo-phenyl)-2-(2,4,6-trimethyl-benzoylamino)-propionic Acid Tert-Butyl Ester). Isolated yield 85.9%. Reaction SMILES: [C:1]([O:5][C:6](=[O:17])[CH:7]([NH2:16])[CH2:8][C:9]1[CH:14]=[CH:13][C:12]([I:15])=[CH:11][CH:10]=1)([CH3:4])([CH3:3])[CH3:2].CCN(C(C)C)C(C)C.[CH3:27][C:28]1[CH:36]=[C:35]([CH3:37])[CH:34]=[C:33]([CH3:38])[C:29]=1[C:30](Cl)=[O:31].C([O-])(O)=O.[Na+]>C(Cl)Cl>[C:1]([O:5][C:6](=[O:17])[CH:7]([NH:16][C:30](=[O:31])[C:29]1[C:33]([CH3:38])=[CH:34][C:35]([CH3:37])=[CH:36][C:28]=1[CH3:27])[CH2:8][C:9]1[CH:10]=[CH:11][C:12]([I:15])=[CH:13][CH:14]=1)([CH3:4])([CH3:2])[CH3:3] |f:3.4|. Procedure details: 1.5 g (4.32 mmol) of (1) and 2.9 ml (17.3 mmol) of DIPEA were dissolved in 15 ml of DCM and cooled to 0° C. 1.73 g (9.51 mmol) of 2,4,6-trimethylbenzoyl chloride were added and the solution was stirred at room temperature for 3 h. The solution was poured into saturated NaHCO3 and the aqueous layer was extracted with ethyl acetate. The organic layer was extracted with saturated NaHCO3, brine and dried over Na2SO4. The solvent was removed at the evaporator. The product was purified by column chrom...